Dataset: the Open Reaction Database (ORD), a public repository of structured organic reaction records. Task: describe an organic reaction: reactants, conditions, products, and yield Product: NCCCP(OCC)(=O)C(F)F (ethyl P-(3-aminopropyl)-P-difluoromethyl-phosphinate). Solvent: C(C)O (ethanol). Conditions: time 9 hour. As a reaction SMILES: [C:1]([CH2:3][CH2:4][P:5]([CH:10]([F:12])[F:11])(=[O:9])[O:6][CH2:7][CH3:8])#[N:2].N>C(O)C.[Ni]>[NH2:2][CH2:1][CH2:3][CH2:4][P:5]([CH:10]([F:12])[F:11])(=[O:9])[O:6][CH2:7][CH3:8]. Starting materials: C(#N)CCP(OCC)(=O)C(F)F (ethyl P-(2-cyanoethyl)-P-difluoromethyl-phosphinate), liquid, N (ammonia). Procedure: A solution of 1.0 g (5.1 mmol) of ethyl P-(2-cyanoethyl)-P-difluoromethyl-phosphinate in 10 ml of dry ethanol is treated with 4 g of liquid ammonia and 0.3 g of Raney nickel. The reaction mixture is hydrogenated at 50° for 9 hours at 100 mbar. The reaction mixture is cooled, filtrated and evaporated to dryness. Chromatographic purification yields ethyl P-(3-aminopropyl)-P-difluoromethyl-phosphinate as a colourless oil of Rf =0.22 (dichloromethane/methanol/aqueous ammonia; 80:19:1). The reagents and catalysts are [Ni] (Raney nickel).